Dataset: the Open Reaction Database (ORD), a public repository of structured organic reaction records. Task: describe an organic reaction: reactants, conditions, products, and yield The reactants are ClCCOC1=C2C(=NNC2=CC=C1)S(=O)(=O)C1=CC=CC2=CC=CC=C12 (4-(2-chloro-ethoxy)-3-(naphthalene-1-sulfonyl)-1-H-indazole), [N-]=[N+]=[N-].[Na+] (sodium azide). Run in CS(=O)C (DMSO), O (water). Run at temperature 90 celsius, time 3 hour. Product: N(=[N+]=[N-])CCOC1=C2C(=NNC2=CC=C1)S(=O)(=O)C1=CC=CC2=CC=CC=C12 (4-(2-Azido-ethoxy)-3-(naphthalene-1-sulfonyl)-1H-indazole), solid. The yield is 90.0%. RXN SMILES: Cl[CH2:2][CH2:3][O:4][C:5]1[CH:13]=[CH:12][CH:11]=[C:10]2[C:6]=1[C:7]([S:14]([C:17]1[C:26]3[C:21](=[CH:22][CH:23]=[CH:24][CH:25]=3)[CH:20]=[CH:19][CH:18]=1)(=[O:16])=[O:15])=[N:8][NH:9]2.[N-:27]=[N+:28]=[N-:29].[Na+]>CS(C)=O.O>[N:27]([CH2:2][CH2:3][O:4][C:5]1[CH:13]=[CH:12][CH:11]=[C:10]2[C:6]=1[C:7]([S:14]([C:17]1[C:26]3[C:21](=[CH:22][CH:23]=[CH:24][CH:25]=3)[CH:20]=[CH:19][CH:18]=1)(=[O:16])=[O:15])=[N:8][NH:9]2)=[N+:28]=[N-:29] |f:1.2|. Procedure details: A mixture of 4-(2-chloro-ethoxy)-3-(naphthalene-1-sulfonyl)-1-H-indazole (0.2 g, 0.5 mmoles) and sodium azide (0.04 g, 0.62 mmoles) in DMSO (2 mL) was stirred together in a round bottom flask under nitrogen at 90° C. for 3 hours. Reaction mixture was cooled to room temperature, diluted with water, extracted with EtOAC, washed with water (2×), brine (1×), dried over Na2SO4, and concentrated under vacuum. Crude compound was purified by normal phase HPLC using as eluent 40% EtOAc/hexane to afford t... Starting materials: C(C(=O)C)S (acetonylmercaptan), 18.7, NC=1SC(=C(C1C#N)Cl)C=O (2-amino-4-chloro-3-cyano-5-formylthiophene), C([O-])([O-])=O.[K+].[K+] (potassium carbonate). The solvent is CN(C=O)C (N,N-dimethylformamide). Run at temperature 60 celsius. Yields the product 17.9, C(C)(=O)C1=CC=2SC(=C(C2S1)C#N)N (5-acetyl-2-amino-3-cyanothieno[3,2-b]thiophene). Isolated yield 81.0%. RXN SMILES: [NH2:1][C:2]1[S:3][C:4]([CH:10]=O)=[C:5](Cl)[C:6]=1[C:7]#[N:8].C(=O)([O-])[O-].[K+].[K+].[CH2:18]([SH:22])[C:19]([CH3:21])=[O:20]>CN(C)C=O>[C:19]([C:18]1[S:22][C:5]2[C:6]([C:7]#[N:8])=[C:2]([NH2:1])[S:3][C:4]=2[CH:10]=1)(=[O:20])[CH3:21] |f:1.2.3|. Procedure: A mixture of 18.7 parts of 2-amino-4-chloro-3-cyano-5-formylthiophene, 13.8 parts of potassium carbonate and 80 parts of N,N-dimethylformamide was introduced first, and 9 parts of acetonylmercaptan were then added. After the exothermic reaction had died down, the mixture was heated at 60° C. for 1 hour and then discharged onto water. The precipitate was filtered off with suction, washed with water and dried. This gave 17.9 parts (81% of theory) of 5-acetyl-2-amino-3-cyanothieno[3,2-b]thiophene. Starting materials: CCOC(C)=O, CCCOC(=O)c1ccccc1OCCC, CC(C)(C)[O-], CCCCCC, CS(C)=O, Cl, [K+], O. Yields the product CCCOc1ccccc1C(=O)O. As a reaction SMILES: [C:23]([O:24][CH2:25][CH3:26])(=[O:27])[CH3:28].[CH2:1]([CH2:2][CH3:3])[O:4][c:5]1[c:6]([C:7](=[O:8])[O:9][CH2:10][CH2:11][CH3:12])[cH:13][cH:14][cH:15][cH:16]1.[CH3:17][C:18]([CH3:19])([O-:20])[CH3:21].[CH3:29][CH2:30][CH2:31][CH2:32][CH2:33][CH3:34].[CH3:36][S:37](=[O:38])[CH3:39].[ClH:35].[K+:22].[OH2:40]>>[CH2:1]([CH2:2][CH3:3])[O:4][c:5]1[c:6]([C:7](=[O:8])[OH:9])[cH:13][cH:14][cH:15][cH:16]1. Yields the product C1(CC1)CCN1CCN(CC1)C1=C(C=CC=C1)C1CC(CC(C1)(C)C)(C)C (1-(2-cyclopropylethyl)-4-[2-(3,3,5,5-tetramethylcyclohexyl)phenyl]piperazine). Solvent: ClCCCl (1,2-dichloroethane), C(C)(=O)OCC (ethyl acetate). As a reaction SMILES: [CH:1]1([CH2:4][CH:5]=O)[CH2:3][CH2:2]1.[CH3:7][C:8]1([CH3:28])[CH2:13][C:12]([CH3:15])([CH3:14])[CH2:11][CH:10]([C:16]2[CH:21]=[CH:20][CH:19]=[CH:18][C:17]=2[N:22]2[CH2:27][CH2:26][NH:25][CH2:24][CH2:23]2)[CH2:9]1.C(O[BH-](OC(=O)C)OC(=O)C)(=O)C.[Na+].C(O)(=O)C.C(=O)([O-])O.[Na+]>ClCCCl.C(OCC)(=O)C>[CH:1]1([CH2:4][CH2:5][N:25]2[CH2:26][CH2:27][N:22]([C:17]3[CH:18]=[CH:19][CH:20]=[CH:21][C:16]=3[CH:10]3[CH2:11][C:12]([CH3:15])([CH3:14])[CH2:13][C:8]([CH3:28])([CH3:7])[CH2:9]3)[CH2:23][CH2:24]2)[CH2:3][CH2:2]1 |f:2.3,5.6|. Reaction conditions: time 20 minute. Procedure: To a solution of cyclopropylacetaldehyde in 1,2-dichloroethane (0.29 M, 5 mL) were added 1-[2-(3,3,5,5-tetramethylcyclohexyl)phenyl]piperazine (25 mg, 0.0832 mmol) produced in Example (8b), sodium triacetoxyborohydride (22.9 mg, 0.108 mmol) and acetic acid (0.009 mL, 0.158 mmol), followed by stirring for 20 minutes at room temperature. Saturated aqueous solution of sodium hydrogencarbonate was added to the reaction mixture and extraction was performed twice with ethyl acetate. The organic layer ... Starting materials: C(O)([O-])=O.[Na+] (sodium hydrogencarbonate), C1(CC1)CC=O (cyclopropylacetaldehyde), CC1(CC(CC(C1)(C)C)C1=C(C=CC=C1)N1CCNCC1)C (1-[2-(3,3,5,5-tetramethylcyclohexyl)phenyl]piperazine), C(C)(=O)O[BH-](OC(C)=O)OC(C)=O.[Na+] (sodium triacetoxyborohydride), C(C)(=O)O (acetic acid).